The task is: describe an organic reaction: reactants, conditions, products, and yield. This data is from the Open Reaction Database (ORD), a public repository of structured organic reaction records. Starting materials: C(C=C)OCC1(NC(NC1=O)=O)C1=CC(=CC=C1)C (4-[(2-propenyloxy)methyl]-4-(3-methylphenyl)imidazolidine-2,5-dione), BrC1=CC(=C(C#N)C=C1)C(F)(F)F (4-bromo-2-(trifluoromethyl)benzonitrile). Reagents/catalysts: [Cu-]=O (copper (I) oxide). The solvent is CC(=O)N(C)C (DMAC). Reaction conditions: temperature 130 celsius. Yields the product O=C1N(C(C(N1)(COCC=C)C1=CC(=CC=C1)C)=O)C1=CC(=C(C#N)C=C1)C(F)(F)F (4-[2,5-dioxo-4-(3-methylphenyl)-4-[(2-propenyloxy)methyl]imidazolidin-1-yl]-2-trifluoromethylbenzonitrile). Reaction SMILES: [CH2:1]([O:4][CH2:5][C:6]1([C:13]2[CH:18]=[CH:17][CH:16]=[C:15]([CH3:19])[CH:14]=2)[C:10](=[O:11])[NH:9][C:8](=[O:12])[NH:7]1)[CH:2]=[CH2:3].Br[C:21]1[CH:28]=[CH:27][C:24]([C:25]#[N:26])=[C:23]([C:29]([F:32])([F:31])[F:30])[CH:22]=1>CC(N(C)C)=O.[Cu-]=O>[O:12]=[C:8]1[NH:7][C:6]([C:13]2[CH:18]=[CH:17][CH:16]=[C:15]([CH3:19])[CH:14]=2)([CH2:5][O:4][CH2:1][CH:2]=[CH2:3])[C:10](=[O:11])[N:9]1[C:21]1[CH:28]=[CH:27][C:24]([C:25]#[N:26])=[C:23]([C:29]([F:30])([F:32])[F:31])[CH:22]=1. Procedure: To a solution of 4-[(2-propenyloxy)methyl]-4-(3-methylphenyl)imidazolidine-2,5-dione (899 mg) and 4-bromo-2-(trifluoromethyl)benzonitrile (863 mg) in DMAC (5 mL) is added copper (I) oxide (395 mg). The mixture is refluxed overnight at 130° C. The mixture is concentrated, taken in ethyl acetate, washed with a 10% aqueous ammonia solution and brine. The organic phase is dried over magnesium sulfate, concentrated under vacuum and purified on silica gel (ethyl acetate/cyclohexane 0/100 to 50/50) to ... Starting materials: N1(N=CC=C1)CC1=NC(=C(C2=C1C(=NO2)C2=CC=C(C=C2)OC)O)C(=O)OCC (Ethyl 4-((1H-pyrazol-1-yl)methyl)-7-hydroxy-3-(4-methoxyphenyl)isoxazolo[4,5-c]pyridine-6-carboxylate), NCC(=O)O (glycine), C[O-].[Na+] (sodium methoxide). The product is OC=1C2=C(C(=NC1C(=O)NCC(=O)O)CN1N=CC=C1)C(=NO2)C2=CC=C(C=C2)OC ({[7-Hydroxy-3-(4-methoxy-phenyl)-4-pyrazol-1-ylmethyl-isoxazolo[4,5-c]pyridine-6-carbonyl]-amino}-acetic acid). Isolated yield 68.9%. RXN SMILES: [N:1]1([CH2:6][C:7]2[C:12]3[C:13]([C:16]4[CH:21]=[CH:20][C:19]([O:22][CH3:23])=[CH:18][CH:17]=4)=[N:14][O:15][C:11]=3[C:10]([OH:24])=[C:9]([C:25](OCC)=[O:26])[N:8]=2)[CH:5]=[CH:4][CH:3]=[N:2]1.[NH2:30][CH2:31][C:32]([OH:34])=[O:33].C[O-].[Na+]>>[OH:24][C:10]1[C:11]2[O:15][N:14]=[C:13]([C:16]3[CH:21]=[CH:20][C:19]([O:22][CH3:23])=[CH:18][CH:17]=3)[C:12]=2[C:7]([CH2:6][N:1]2[CH:5]=[CH:4][CH:3]=[N:2]2)=[N:8][C:9]=1[C:25]([NH:30][CH2:31][C:32]([OH:34])=[O:33])=[O:26] |f:2.3|. Procedure: Ethyl 4-((1H-pyrazol-1-yl)methyl)-7-hydroxy-3-(4-methoxyphenyl)isoxazolo[4,5-c]pyridine-6-carboxylate (19 mg, 0.048 mmol) and glycine (181 mg, 2.41 mmol) were added to sodium methoxide solution (3.6 mL, 1.81 mmol, 0.5 M in MeOH) and the mixture was refluxed for 3 days. The mixture was cooled to room temperature and the solvent was removed in vacuo. The residue was dissolved in 10 mL of water, and washed with EtOAc. The aqueous layer was acidified to pH 3 with 4M hydrochloric acid and extracted w...